From a dataset of the Open Reaction Database (ORD), a public repository of structured organic reaction records. describe an organic reaction: reactants, conditions, products, and yield Starting materials: IC1=NN(C=C1C1=NC(=NC=C1)SC)C(C)C (4-(3-iodo-1-isopropyl-1H-pyrazol-4-yl)-2-(methylthio)pyrimidine), OOS(=O)[O-].[K+] (oxone), CCOC(=O)C (EtOAc), CCOC(=O)C (EtOAc), CCCCCC (hexane). The solvent is C1CCOC1 (THF), O (water). Conditions: time 8 hour. Yields the product IC1=NN(C=C1C1=NC(=NC=C1)S(=O)(=O)C)C(C)C (4-(3-iodo-1-isopropyl-1H-pyrazol-4-yl)-2-(methylsulfonyl)pyrimidine). Yield: 94.9%. Reaction SMILES: [I:1][C:2]1[C:6]([C:7]2[CH:12]=[CH:11][N:10]=[C:9](SC)[N:8]=2)=[CH:5][N:4]([CH:15]([CH3:17])[CH3:16])[N:3]=1.O[O:19][S:20]([O-:22])=O.[K+].[CH3:24]CCCCC.CCOC(C)=O>C1COCC1.O>[I:1][C:2]1[C:6]([C:7]2[CH:12]=[CH:11][N:10]=[C:9]([S:20]([CH3:24])(=[O:22])=[O:19])[N:8]=2)=[CH:5][N:4]([CH:15]([CH3:16])[CH3:17])[N:3]=1 |f:1.2|. Procedure details: To a solution of 4-(3-iodo-1-isopropyl-1H-pyrazol-4-yl)-2-(methylthio)pyrimidine B-1-1 (15.5 g, 43 mmol) in THF (350 mL) and water (350 mL) was added oxone (39.6 g, 64.6 mmol) at 0-5° C. After the addition, the mixture was stirred at rt overnight. TLC (hexane:EtOAc=5:1) showed the reaction was complete, EtOAc (500 mL) was added. The organic layer was separated, washed with saturated aqueous NaCl, dried over Na2SO4 and concentrated to give 4-(3-iodo-1-isopropyl-1H-pyrazol-4-yl)-2-(methylsulfonyl)... The reactants are Br.C[C@@H]1NCCC1 ((2S)-2-methyl-pyrrolidine hydrobromide), N1[C@@H](CO)CCC1 (D-prolinol). The product is C[C@@H]1N(CCC1)CCCO (3-[(2S)-2-methylpyrrolidin-1-yl]propan-1-ol). Reaction SMILES: Br.[CH3:2][C@H:3]1[CH2:7][CH2:6][CH2:5][NH:4]1.N1CC[CH2:12][C@@H:9]1[CH2:10][OH:11]>>[CH3:2][C@H:3]1[CH2:7][CH2:6][CH2:5][N:4]1[CH2:12][CH2:9][CH2:10][OH:11] |f:0.1|. Reported procedure: (2S)-2-methylpyrrolidine hydrobromide (2.70 g, 16.3 mmol), 3-bromopropanol (2.49 g, 17.9 mmol) and potassium carbonate (6.75 g, 48.9 mmol) were mixed in tetrahydrofuran (20 mL), and stirred at 60° C. for 18 hours. The precipitate was filtered off, and the filtrate was concentrated. The residue was distilled under reduced pressure, and the target compound (1.88 g, 80%) was thus obtained as a colorless oily substance. (2S)-2-methyl-pyrrolidine hydrobromide was manufactured by the method described ... Starting materials: CC(C)(C)OC(=O)N1CCCC1c1ncc(Br)n1COCC[Si](C)(C)C, [Li]CCCC, CN(C)C=O, C1CCOC1. Yields the product CC(C)(C)OC(=O)N1CCCC1c1ncc(C=O)n1COCC[Si](C)(C)C. As a reaction SMILES: [Br:6][c:7]1[cH:8][n:9][c:10]([CH:20]2[N:21]([C:25](=[O:26])[O:27][C:28]([CH3:29])([CH3:30])[CH3:31])[CH2:22][CH2:23][CH2:24]2)[n:11]1[CH2:12][O:13][CH2:14][CH2:15][Si:16]([CH3:17])([CH3:18])[CH3:19].[CH2:1]([Li:2])[CH2:3][CH2:4][CH3:5].[CH3:32][N:33]([CH:34]=[O:35])[CH3:36].[O:37]1[CH2:38][CH2:39][CH2:40][CH2:41]1>>[c:7]1([CH:34]=[O:35])[cH:8][n:9][c:10]([CH:20]2[N:21]([C:25](=[O:26])[O:27][C:28]([CH3:29])([CH3:30])[CH3:31])[CH2:22][CH2:23][CH2:24]2)[n:11]1[CH2:12][O:13][CH2:14][CH2:15][Si:16]([CH3:17])([CH3:18])[CH3:19]. The reactants are O=C=NC1C2CC3CC(C2)CC1C3, ClCCl, Cl, CC(C)(C)OC(=O)NC1CCNC1. The product is CC(C)(C)OC(=O)NC1CCN(C(=O)NC2C3CC4CC(C3)CC2C4)C1. Reaction SMILES: [CH:14]12[CH:15]([N:24]=[C:25]=[O:26])[CH:16]3[CH2:17][CH:18]([CH2:19][CH:20]([CH2:21]1)[CH2:22]3)[CH2:23]2.[Cl:28][CH2:29][Cl:30].[ClH:27].[NH:1]1[CH2:2][CH:3]([NH:6][C:7]([O:8][C:9]([CH3:10])([CH3:11])[CH3:12])=[O:13])[CH2:4][CH2:5]1>>[N:1]1([C:25]([NH:24][CH:15]2[CH:14]3[CH2:21][CH:20]4[CH2:19][CH:18]([CH2:17][CH:16]2[CH2:22]4)[CH2:23]3)=[O:26])[CH2:2][CH:3]([NH:6][C:7]([O:8][C:9]([CH3:10])([CH3:11])[CH3:12])=[O:13])[CH2:4][CH2:5]1. Reactants: [N+](=O)([O-])C1=C(C(=O)NNC(C2=C(C=C(C=C2[N+](=O)[O-])[N+](=O)[O-])[N+](=O)[O-])=O)C(=CC(=C1)[N+](=O)[O-])[N+](=O)[O-] (N,N'-bis(2,4,6-trinitrobenzoyl)hydrazine), ClCCCl (1,2-dichloroethane), P(Cl)(Cl)(Cl)(Cl)Cl (phosphorus pentachloride). Run in CO (Methanol). Reaction conditions: time 2.5 hour. Product: C1(=C([N+](=O)[O-])C=C([N+](=O)[O-])C=C1[N+](=O)[O-])C=1OC(=NN1)C1=C([N+](=O)[O-])C=C([N+](=O)[O-])C=C1[N+](=O)[O-] (2,5-dipicryl1,3,4-oxadiazole). Yield: 40.6%. Reaction SMILES: [N+:1]([C:4]1[CH:30]=[C:29]([N+:31]([O-:33])=[O:32])[CH:28]=[C:27]([N+:34]([O-:36])=[O:35])[C:5]=1[C:6]([NH:8][NH:9][C:10](=[O:26])[C:11]1[C:16]([N+:17]([O-:19])=[O:18])=[CH:15][C:14]([N+:20]([O-:22])=[O:21])=[CH:13][C:12]=1[N+:23]([O-:25])=[O:24])=O)([O-:3])=[O:2].ClCCCl.P(Cl)(Cl)(Cl)(Cl)Cl>CO>[C:5]1([C:6]2[O:26][C:10]([C:11]3[C:12]([N+:23]([O-:25])=[O:24])=[CH:13][C:14]([N+:20]([O-:22])=[O:21])=[CH:15][C:16]=3[N+:17]([O-:19])=[O:18])=[N:9][N:8]=2)[C:27]([N+:34]([O-:36])=[O:35])=[CH:28][C:29]([N+:31]([O-:33])=[O:32])=[CH:30][C:4]=1[N+:1]([O-:3])=[O:2]. Procedure details: To 7.4 g (0.0145 mol) of N,N'-bis(2,4,6-trinitrobenzoyl)hydrazine and 65 ml of 1,2-dichloroethane stirred in a 200 ml round bottom flask was added 7.4 g (0.0355 mol) of phosphorus pentachloride. The mixture was heated to reflux temperature in an oil bath and was held at this temperature for 2.5 hrs. The mixture was cooled to room temperature and the insoluble material (3.2 g of crude 2,5-dipicryl-1,3,4-oxadiazole, mp 318° C. (dec), was removed by filtration. The crude oxadiazole was dissolved in...